Dataset: the Open Reaction Database (ORD), a public repository of structured organic reaction records. Task: describe an organic reaction: reactants, conditions, products, and yield Starting materials: [N+](=O)([O-])C=1C=C2C(=NC1)CCC2 (3-nitro-6,7-dihydro-5H-cyclopenta[b]pyridine). The reagents and catalysts are [Pd] (Pd/C). Run in CO (methanol). Conditions: time 2 hour. Product: N1=C2C(=CC(=C1)N)CCC2 (6,7-dihydro-5H-cyclopenta[b]pyridin-3-amine). Reaction SMILES: [N+:1]([C:4]1[CH:5]=[C:6]2[CH2:12][CH2:11][CH2:10][C:7]2=[N:8][CH:9]=1)([O-])=O>CO.[Pd]>[N:8]1[CH:9]=[C:4]([NH2:1])[CH:5]=[C:6]2[CH2:12][CH2:11][CH2:10][C:7]=12. Procedure: 3-Nitro-6,7-dihydro-5H-cyclopenta[b]pyridine (C) (340 mg, 2.07 mmol) was dissolved in methanol. Pd/C (40 mg) was added to it. The resulting mixture was stirred at room temperature for 2 h under H2. TLC showed complete consumption of starting material. The mixture was filtered through celite bed and the filtrate was concentrated under reduced pressure to afford desired 6,7-dihydro-5H-cyclopenta[b]pyridin-3-amine (D). (250 mg, 90%) As a reaction SMILES: [Br:1][c:2]1[cH:3][cH:4][c:5]([Br:6])[cH:7][cH:8]1.[C:14](=[O:15])([O:16][C:17]([CH3:18])([CH3:19])[CH3:20])[N:21]1[CH2:22][CH2:23][C:24](=[O:27])[CH2:25][CH2:26]1.[CH2:28]1[O:29][CH2:30][CH2:31][CH2:32]1.[CH3:9][CH2:10][CH2:11][CH2:12][Li:13]>>[c:2]1([C:24]2([OH:27])[CH2:23][CH2:22][N:21]([C:14](=[O:15])[O:16][C:17]([CH3:18])([CH3:19])[CH3:20])[CH2:26][CH2:25]2)[cH:3][cH:4][c:5]([Br:6])[cH:7][cH:8]1. Product: CC(C)(C)OC(=O)N1CCC(O)(c2ccc(Br)cc2)CC1. The reactants are Brc1ccc(Br)cc1, CC(C)(C)OC(=O)N1CCC(=O)CC1, C1CCOC1, [Li]CCCC. Starting materials: ON=C(N)C1=CN=NC=C1 (N′-Hydroxypyridazine-4-carboximidamide), FC=1C=C(C(=O)Cl)C=CC1F (3,4-difluorobenzoyl chloride), N (NH3). The product is FC=1C=C(C=CC1F)C1=NC(=NO1)C1=CN=NC=C1 (5-(3,4-difluorophenyl)-3-(pyridazin-4-yl)-1,2,4-oxadiazole). Reaction SMILES: [OH:1][N:2]=[C:3]([C:5]1[CH:10]=[CH:9][N:8]=[N:7][CH:6]=1)[NH2:4].[F:11][C:12]1[CH:13]=[C:14]([CH:18]=[CH:19][C:20]=1[F:21])[C:15](Cl)=O.N>>[F:11][C:12]1[CH:13]=[C:14]([C:15]2[O:1][N:2]=[C:3]([C:5]3[CH:10]=[CH:9][N:8]=[N:7][CH:6]=3)[N:4]=2)[CH:18]=[CH:19][C:20]=1[F:21]. Reported procedure: The titled compound was prepared according to the procedure of Method D using the product of Example 83D and 3,4-difluorobenzoyl chloride (Aldrich). 1H NMR (300 MHz, DMSO-d6) δ 7.80 (dt, J=10.5, 8.3 Hz, 1 H), 8.08-8.19 (m, 1 H), 8.29 (dd, J=5.4, 2.4 Hz, 1 H), 8.31-8.38 (m, 1 H), 9.55 (dd, J=5.4, 1.4 Hz, 1 H), 9.82 (dd, J=2.2, 1.2 Hz, 1 H) ppm; MS (DCI/NH3) m/z 261 (M+H)+.